Dataset: the Open Reaction Database (ORD), a public repository of structured organic reaction records. Task: describe an organic reaction: reactants, conditions, products, and yield Starting materials: C(C)(=O)O[C@@H]1CC2=C[C@H]([C@H]3[C@@H]4CC[C@H](C(C)C5OCC(CO5)(C)C)[C@]4(CC[C@@H]3[C@]2([C@@H]2[C@H]1O2)C)C)OC(N(C)C)=O (7α-(N,N-dimethylcarbamoyloxy)-20-(5,5-dimethyl-1,3-dioxan-2-yl)-1α,2α-epoxypregn-5-en-3β-yl acetate), C(C)(=O)O[C@@H]1CC2=C[C@H]([C@H]3[C@@H]4CC[C@H](C(C)C5OCC(CO5)(C)C)[C@]4(CC[C@@H]3[C@]2([C@@H]2[C@H]1O2)C)C)OC(=O)OC (20-(5,5-dimethyl-1,3-dioxan-2-yl)-1α,2α-epoxy-7α-methoxycarbonyloxypregn-5-en-3β-yl acetate). Yields the product C(C)(=O)O[C@@H]1CC2=CC=C3[C@@H]4CC[C@H](C(C)C5OCC(CO5)(C)C)[C@]4(CC[C@@H]3[C@]2([C@@H]2[C@H]1O2)C)C (20-(5,5-dimethyl-1,3-dioxan-2-yl)-1α,2α-epoxypregna-5,7-dien-3β-yl acetate). Yield: 44.2%. Reaction SMILES: [C:1]([O:4][C@H:5]1[C@@H:31]2[O:32][C@@H:30]2[C@@:29]2([CH3:33])[C:7](=[CH:8][C@@H:9](OC(=O)N(C)C)[C@@H:10]3[C@@H:28]2[CH2:27][CH2:26][C@@:25]2([CH3:34])[C@H:11]3[CH2:12][CH2:13][C@@H:14]2[CH:15]([CH:17]2[O:22][CH2:21][C:20]([CH3:24])([CH3:23])[CH2:19][O:18]2)[CH3:16])[CH2:6]1)(=[O:3])[CH3:2].C(O[C@H]1[C@@H]2O[C@@H]2[C@@]2(C)C(=C[C@@H](OC(OC)=O)[C@@H]3[C@@H]2CC[C@@]2(C)[C@H]3CC[C@@H]2C(C2OCC(C)(C)CO2)C)C1)(=O)C>>[C:1]([O:4][C@H:5]1[C@@H:31]2[O:32][C@@H:30]2[C@@:29]2([CH3:33])[C:7](=[CH:8][CH:9]=[C:10]3[C@@H:28]2[CH2:27][CH2:26][C@@:25]2([CH3:34])[C@H:11]3[CH2:12][CH2:13][C@@H:14]2[CH:15]([CH:17]2[O:18][CH2:19][C:20]([CH3:24])([CH3:23])[CH2:21][O:22]2)[CH3:16])[CH2:6]1)(=[O:3])[CH3:2]. Procedure details: The procedure of Example 17 was repeated except that 44.6 mg (0.0798 mmole) of 7α-(N,N-dimethylcarbamoyloxy)-20-(5,5-dimethyl-1,3-dioxan-2-yl)-1α,2α-epoxypregn-5-en-3β-yl acetate was used in lieu of 43.6 mg of 20-(5,5-dimethyl-1,3-dioxan-2-yl)-1α,2α-epoxy-7α-methoxycarbonyloxypregn-5-en-3β-yl acetate to give 16.6 mg of 20-(5,5-dimethyl-1,3-dioxan-2-yl)-1α,2α-epoxypregna-5,7-dien-3β-yl acetate. In addition, 16.0 mg of 7α-(N,N-dimethylcarbamolyoxy)-20-(5,5-dimethyl-1,3-dioxan-2-yl)-1α,2α-epoxypreg... Yields the product CCOC(Cc1ccc(OCCc2ccc(NC(=O)OC)cc2)cc1)C(=O)O. Reaction SMILES: [CH2:1]([CH3:2])[O:3][C:4]([CH:5]([CH2:6][c:7]1[cH:8][cH:9][c:10]([O:13][CH2:14][CH2:15][c:16]2[cH:17][cH:18][c:19]([NH:22][C:23](=[O:24])[O:25][CH3:26])[cH:20][cH:21]2)[cH:11][cH:12]1)[O:27][CH2:28][CH3:29])=[O:30].[ClH:33].[Li+:31].[O:34]1[CH2:35][CH2:36][CH2:37][CH2:38]1.[OH-:32].[OH2:39]>>[O:3]=[C:4]([CH:5]([CH2:6][c:7]1[cH:8][cH:9][c:10]([O:13][CH2:14][CH2:15][c:16]2[cH:17][cH:18][c:19]([NH:22][C:23](=[O:24])[O:25][CH3:26])[cH:20][cH:21]2)[cH:11][cH:12]1)[O:27][CH2:28][CH3:29])[OH:30]. Starting materials: CCOC(=O)C(Cc1ccc(OCCc2ccc(NC(=O)OC)cc2)cc1)OCC, Cl, [Li+], C1CCOC1, [OH-], O. The reactants are CC(C)Oc1ccc(Br)cc1C=O, C1CCOC1, C1COCCO1, O=[Mn]=O, C#Cc1ccccc1. Yields the product CC(C)Oc1ccc(Br)cc1C(=O)C#Cc1ccccc1. Reaction SMILES: [Br:9][c:10]1[cH:11][cH:12][c:13]([O:18][CH:19]([CH3:20])[CH3:21])[c:14]([CH:15]=[O:16])[cH:17]1.[CH2:22]1[O:23][CH2:24][CH2:25][CH2:26]1.[O:27]1[CH2:28][CH2:29][O:30][CH2:31][CH2:32]1.[O:33]=[Mn:34]=[O:35].[c:1]1([C:7]#[CH:8])[cH:2][cH:3][cH:4][cH:5][cH:6]1>>[c:1]1([C:7]#[C:8][C:15]([c:14]2[c:13]([O:18][CH:19]([CH3:20])[CH3:21])[cH:12][cH:11][c:10]([Br:9])[cH:17]2)=[O:16])[cH:2][cH:3][cH:4][cH:5][cH:6]1. The reactants are ClC=1C(=NC2=CC=CC=C2N1)NS(=O)(=O)C1=CC(=CC=C1)[N+](=O)[O-] (N-(3-chloroquinoxalin-2-yl)-3-nitrobenzenesulfonamide), COC=1C=C(N)C=C(C1)[N+](=O)[O-] (3-methoxy-5-nitroaniline), CC=1C=CC(=CC1)C (p-xylene). Solvent: C(Cl)Cl (DCM). Conditions: temperature 140 celsius, time 16 hour. Product: COC=1C=C(C=C(C1)[N+](=O)[O-])NC=1C(=NC2=CC=CC=C2N1)NS(=O)(=O)C1=CC(=CC=C1)[N+](=O)[O-] (N-(3-(3-methoxy-5-nitrophenylamino)quinoxalin-2-yl)-3-nitrobenzenesulfonamide). Isolated yield 42.0%. Reaction SMILES: Cl[C:2]1[C:3]([NH:12][S:13]([C:16]2[CH:21]=[CH:20][CH:19]=[C:18]([N+:22]([O-:24])=[O:23])[CH:17]=2)(=[O:15])=[O:14])=[N:4][C:5]2[C:10]([N:11]=1)=[CH:9][CH:8]=[CH:7][CH:6]=2.[CH3:25][O:26][C:27]1[CH:28]=[C:29]([CH:31]=[C:32]([N+:34]([O-:36])=[O:35])[CH:33]=1)[NH2:30].CC1C=CC(C)=CC=1>C(Cl)Cl>[CH3:25][O:26][C:27]1[CH:28]=[C:29]([NH:30][C:2]2[C:3]([NH:12][S:13]([C:16]3[CH:21]=[CH:20][CH:19]=[C:18]([N+:22]([O-:24])=[O:23])[CH:17]=3)(=[O:15])=[O:14])=[N:4][C:5]3[C:10]([N:11]=2)=[CH:9][CH:8]=[CH:7][CH:6]=3)[CH:31]=[C:32]([N+:34]([O-:36])=[O:35])[CH:33]=1. Reported procedure: N-(3-chloroquinoxalin-2-yl)-3-nitrobenzenesulfonamide (700 mg, 1.92 mmol), 3-methoxy-5-nitroaniline (645 mg, 3.84 mmol) and p-xylene (7 mL) were combined and heated to 140° C., then stirred for 16 hours at 130° C. The reaction was allowed to cool, placed in a sep. funnel, diluted with DCM, and washed with 2M HCl and brine and concentrated in vacuo. The resulting solid was washed with Et2O to give N-(3-(3-methoxy-5-nitrophenylamino)quinoxalin-2-yl)-3-nitrobenzenesulfonamide (400 mg, 42%). MS (EI)... Reactants: CC1=C(C(NC(=C1)C1=C(C=CC=C1)OCCC)=O)C(=O)O (1,2-dihydro-4-methyl-2-oxo-6-(2-propoxyphenyl)pyridine-3-carboxylic acid), S(O)(O)(=O)=O (sulfuric acid), CO (methanol). Product: CC1=C(C(NC(=C1)C1=C(C=CC=C1)OCCC)=O)C(=O)OC (Methyl 1,2-dihydro-4-methyl-2-oxo-6-(2-propoxyphenyl)-pyridine-3-carboxylate). As a reaction SMILES: [CH3:1][C:2]1[CH:7]=[C:6]([C:8]2[CH:13]=[CH:12][CH:11]=[CH:10][C:9]=2[O:14][CH2:15][CH2:16][CH3:17])[NH:5][C:4](=[O:18])[C:3]=1[C:19]([OH:21])=[O:20].S(=O)(=O)(O)O.[CH3:27]O>>[CH3:1][C:2]1[CH:7]=[C:6]([C:8]2[CH:13]=[CH:12][CH:11]=[CH:10][C:9]=2[O:14][CH2:15][CH2:16][CH3:17])[NH:5][C:4](=[O:18])[C:3]=1[C:19]([O:21][CH3:27])=[O:20]. Procedure: A mixture of 1,2-dihydro-4-methyl-2-oxo-6-(2-propoxyphenyl)pyridine-3-carboxylic acid (0.75 g), methanol (50 ml) and concentrated sulfuric acid (0.5 ml) was heated under reflux for 6 hours. The residue left after evaporation was treated with water (30 ml) and potassium carbonate was added to pH 10. The resultant solid was washed with water and with ether to afford the title compound, 0.6 g, m.p. 167°-169° C. The reactants are ClC1=CC=C(C=C1)C1(CCC1)C(CC(C)C)N (1-[1-(4-Chlorophenyl)cyclobutyl]-3-methylbutan-1-amine), C(C=O)(=O)OCC (ethyl glyoxylate), C(C)(=O)O[BH-](OC(C)=O)OC(C)=O.[Na+] (sodium triacetoxyborohydride), C([O-])(O)=O.[Na+] (sodium bicarbonate). Solvent: mixture, C(C)(=O)O (acetic acid), CN(C)C=O (DMF). Reaction conditions: time 8 hour. The product is ClC1=CC=C(C=C1)C1(CCC1)C(CC(C)C)NCC(=O)OCC (Ethyl 2-(1-(1-(4-chlorophenyl)cyclobutyl)-3-methylbutylamino]acetate). RXN SMILES: [Cl:1][C:2]1[CH:7]=[CH:6][C:5]([C:8]2([CH:12]([NH2:17])[CH2:13][CH:14]([CH3:16])[CH3:15])[CH2:11][CH2:10][CH2:9]2)=[CH:4][CH:3]=1.[C:18]([O:22][CH2:23][CH3:24])(=[O:21])[CH:19]=O.C(O[BH-](OC(=O)C)OC(=O)C)(=O)C.[Na+].C(=O)(O)[O-].[Na+]>C(O)(=O)C.CN(C=O)C>[Cl:1][C:2]1[CH:3]=[CH:4][C:5]([C:8]2([CH:12]([NH:17][CH2:19][C:18]([O:22][CH2:23][CH3:24])=[O:21])[CH2:13][CH:14]([CH3:15])[CH3:16])[CH2:11][CH2:10][CH2:9]2)=[CH:6][CH:7]=1 |f:2.3,4.5|. Reported procedure: To a stirred solution of cyclobutane amine 52a (0.68 g, 0.0027 mole) and ethyl glyoxylate (50% solution in toluene) (1.02 g, 0.01 mole) in 20 mL of a mixture of solvents DMF and acetic acid (ratio, 99:1) was added sodium triacetoxyborohydride (2.11 g, 0.01 mole) portion-wise over a period of 15 minutes at room temperature. The resulting mixture was stirred for 8 hours at room temperature and the progress of the reaction was monitored by TLC. The reaction mixture was poured in to saturated sodium...